Dataset: the Open Reaction Database (ORD), a public repository of structured organic reaction records. Task: describe an organic reaction: reactants, conditions, products, and yield Starting materials: N#CC1CC(F)CN1C(=O)CNC12CCC(C(=O)O)(CC1)CC2, Fc1c(F)c(F)c(CBr)c(F)c1F. Product: N#CC1CC(F)CN1C(=O)CNC12CCC(C(=O)OCc3c(F)c(F)c(F)c(F)c3F)(CC1)CC2. Reaction SMILES: [C:1](=[O:2])([OH:3])[C:4]12[CH2:5][CH2:6][C:7]([NH:12][CH2:13][C:14](=[O:15])[N:16]3[CH:17]([C:22]#[N:23])[CH2:18][CH:19]([F:21])[CH2:20]3)([CH2:8][CH2:9]1)[CH2:10][CH2:11]2.[F:24][c:25]1[c:26]([CH2:27][Br:28])[c:29]([F:36])[c:30]([F:35])[c:31]([F:34])[c:32]1[F:33]>>[C:1](=[O:2])([O:3][CH2:27][c:26]1[c:25]([F:24])[c:32]([F:33])[c:31]([F:34])[c:30]([F:35])[c:29]1[F:36])[C:4]12[CH2:5][CH2:6][C:7]([NH:12][CH2:13][C:14](=[O:15])[N:16]3[CH:17]([C:22]#[N:23])[CH2:18][CH:19]([F:21])[CH2:20]3)([CH2:8][CH2:9]1)[CH2:10][CH2:11]2.